describe an organic reaction: reactants, conditions, products, and yield From a dataset of the Open Reaction Database (ORD), a public repository of structured organic reaction records. Reactants: polyester, C1CCC(CC1)N=C=NC2CCCCC2 (DCC), OH, polyester, C(=O)(O)CCCC(=O)N1C[C@H]([C@@H](C1)P(C1=CC=CC=C1)C1=CC=CC=C1)P(C1=CC=CC=C1)C1=CC=CC=C1 ((3R, 4R)-N-(4-carboxybutanoyl)-3,4-bis(diphenylphosphanyl)pyrrolidine). The reagents and catalysts are CN(C)C=1C=CN=CC1 (DMAP). Run in ClCCl (dichloromethane). Run at time 12 hour. The product is C1[C@H]([C@@H](CN1CC2=CC=CC=C2)P(C3=CC=CC=C3)C4=CC=CC=C4)P(C5=CC=CC=C5)C6=CC=CC=C6 (DEGPHOS). Yield: 369.9%. Reaction SMILES: [CH2:1]1CCC(N=C=NC2CCCCC2)C[CH2:2]1.[C:16]([CH2:19][CH2:20][CH2:21][C:22]([N:24]1[CH2:28][C@@H:27]([P:29]([C:36]2[CH:41]=[CH:40][CH:39]=[CH:38][CH:37]=2)[C:30]2[CH:35]=[CH:34][CH:33]=[CH:32][CH:31]=2)[C@H:26]([P:42]([C:49]2[CH:54]=[CH:53][CH:52]=[CH:51][CH:50]=2)[C:43]2[CH:48]=[CH:47][CH:46]=[CH:45][CH:44]=2)[CH2:25]1)=O)(O)=O>CN(C1C=CN=CC=1)C.ClCCl>[CH2:28]1[N:24]([CH2:22][C:21]2[CH:2]=[CH:1][CH:16]=[CH:19][CH:20]=2)[CH2:25][C@@H:26]([P:42]([C:49]2[CH:54]=[CH:53][CH:52]=[CH:51][CH:50]=2)[C:43]2[CH:48]=[CH:47][CH:46]=[CH:45][CH:44]=2)[C@@H:27]1[P:29]([C:36]1[CH:41]=[CH:40][CH:39]=[CH:38][CH:37]=1)[C:30]1[CH:35]=[CH:34][CH:33]=[CH:32][CH:31]=1. Procedure details: Preparation of polyester-supported DUGPHOS ligand. DCC (40 mg, 0.194 mmol) was added to a mixture of the above OH-terminating polyester (Mw=4200, 0.390 g, ~0.186 mmol OH), (3R, 4R)-N-(4-carboxybutanoyl)-3,4-bis(diphenylphosphanyl)pyrrolidine (120 mg, 0.223 mmol), and DMAP (5 mg, 0.041 mmol) in dichloromethane (20 mL). The reaction mixture was stirred for 12 h at ambient temperature and the urea precipitate was removed by filtration. Methanol was then slowly added to the resulting filtrate under ... The reactants are O.O.O.O.O.O.O.S(=O)(=O)([O-])[O-].[Zn+2] (zinc sulfate heptahydrate), aqueous solution, [OH-].[Na+] (sodium hydroxide), C(CCCCCCC)OP(O)(O)=O (monooctylphosphoric acid), C(C)O (ethanol), [OH-].[Na+] (sodium hydroxide). The solvent is ion-exchanged, O (water), ion-exchanged, O (water). Reaction conditions: time 30 minute. The product is C(CCCCCCC)OP(=O)([O-])[O-].[Zn+2].[Na+] (sodium zinc monooctylphosphate). As a reaction SMILES: [CH2:1]([O:9][P:10](=[O:13])([OH:12])[OH:11])[CH2:2][CH2:3][CH2:4][CH2:5][CH2:6][CH2:7][CH3:8].C(O)C.[OH-].[Na+:18].O.O.O.O.O.O.O.S([O-])([O-])(=O)=O.[Zn+2:31]>O>[CH2:1]([O:9][P:10]([O-:13])([O-:12])=[O:11])[CH2:2][CH2:3][CH2:4][CH2:5][CH2:6][CH2:7][CH3:8].[Zn+2:31].[Na+:18] |f:2.3,4.5.6.7.8.9.10.11.12,14.15.16|. Procedure: 50 g of monooctylphosphoric acid and 100 g of ethanol were placed in a 500 ml reaction vessel. Further, a solution of 9.52 g of 96% sodium hydroxide (purity was taken into consideration by calculating it from the degree of neutralization determined by titration) dissolved in 200 g of ion-exchanged water was added thereto. After the temperature was elevated to 80° C., it was confirmed that they were dissolved. The solution was continuously stirred for 30 minutes. A solution of 34.2 g of zinc sulf...